From a dataset of the Open Reaction Database (ORD), a public repository of structured organic reaction records. describe an organic reaction: reactants, conditions, products, and yield The reactants are CCOC=C1C(=O)Nc2ccc3ncsc3c21, Nc1ccc(S(=O)(=O)Nc2ccc3cn[nH]c3c2)cc1. Yields the product O=C1Nc2ccc3ncsc3c2C1=CNc1ccc(S(=O)(=O)Nc2ccc3cn[nH]c3c2)cc1. As a reaction SMILES: [CH2:1]([O:2][CH:4]=[C:5]1[C:6](=[O:17])[NH:7][c:8]2[cH:9][cH:10][c:11]3[n:12][cH:13][s:14][c:15]3[c:16]21)[CH3:3].[NH2:18][c:19]1[cH:20][cH:21][c:22]([S:25](=[O:26])(=[O:27])[NH:28][c:29]2[cH:30][cH:31][c:32]3[cH:33][n:34][nH:35][c:36]3[cH:37]2)[cH:23][cH:24]1>>[CH:4](=[C:5]1[C:6](=[O:17])[NH:7][c:8]2[cH:9][cH:10][c:11]3[n:12][cH:13][s:14][c:15]3[c:16]21)[NH:18][c:19]1[cH:20][cH:21][c:22]([S:25](=[O:26])(=[O:27])[NH:28][c:29]2[cH:30][cH:31][c:32]3[cH:33][n:34][nH:35][c:36]3[cH:37]2)[cH:23][cH:24]1. Run in O1CCCC1 (tetrahydrofuran). Yields the product C(C1=CC=CC=C1)N1C(C(C(CC1)=O)=C1SC=CS1)=O (1-benzyl-3-(1,3-dithiol-2-ylidene)-2,4-dioxopiperidine). Procedure details: Sodium hydride (60% dispersion in oil) (80 mg) is suspended in tetrahydrofuran (10 ml), and thereto are added 1-benzyl-2,4-dioxopiperidine (200 mg) and 2-methylthio-1,3-dithiolium iodide (273 mg). The mixture is stirred at room temperature for 30 minutes. The reaction mixture is poured onto water and extracted with chloroform. The extract is washed with a saturated sodium chloride solution, dried and then distilled to remove the solvent. The residue is purified by silica gel column chromatograph... Reaction conditions: time 30 minute. The yield is 87.8%. RXN SMILES: [H-].[Na+].[CH2:3]([N:10]1[CH2:15][CH2:14][C:13](=[O:16])[CH2:12][C:11]1=[O:17])[C:4]1[CH:9]=[CH:8][CH:7]=[CH:6][CH:5]=1.[I-].CS[C:21]1[S:25][CH:24]=[CH:23][S+:22]=1>O1CCCC1>[CH2:3]([N:10]1[CH2:15][CH2:14][C:13](=[O:16])[C:12](=[C:21]2[S:25][CH:24]=[CH:23][S:22]2)[C:11]1=[O:17])[C:4]1[CH:5]=[CH:6][CH:7]=[CH:8][CH:9]=1 |f:0.1,3.4|. Reactants: [H-].[Na+] (Sodium hydride), C(C1=CC=CC=C1)N1C(CC(CC1)=O)=O (1-benzyl-2,4-dioxopiperidine), [I-].CSC1=[S+]C=CS1 (2-methylthio-1,3-dithiolium iodide).